Dataset: the Open Reaction Database (ORD), a public repository of structured organic reaction records. Task: describe an organic reaction: reactants, conditions, products, and yield Starting materials: CC(C)(C)OC(=O)NCc1ccc(CBr)cc1, [Li]CCCC, CCCCCC, CCOC(C)=O, CC(C)NC(C)C, [Cl-], [NH4+], COC(=O)C1CCCO1, C1CCOC1, O. The product is COC(=O)C1(Cc2ccc(CNC(=O)OC(C)(C)C)cc2)CCCO1. Reaction SMILES: [Br:22][CH2:23][c:24]1[cH:25][cH:26][c:27]([CH2:28][NH:29][C:30]([O:31][C:32]([CH3:33])([CH3:34])[CH3:35])=[O:36])[cH:37][cH:38]1.[CH2:8]([Li:9])[CH2:10][CH2:11][CH3:12].[CH3:46][CH2:47][CH2:48][CH2:49][CH2:50][CH3:51].[CH3:53][CH2:54][O:55][C:56](=[O:57])[CH3:58].[CH:1]([NH:2][CH:3]([CH3:4])[CH3:5])([CH3:6])[CH3:7].[Cl-:39].[NH4+:40].[O:13]1[CH:14]([C:18](=[O:19])[O:20][CH3:21])[CH2:15][CH2:16][CH2:17]1.[O:41]1[CH2:42][CH2:43][CH2:44][CH2:45]1.[OH2:52]>>[O:13]1[C:14]([C:18](=[O:19])[O:20][CH3:21])([CH2:23][c:24]2[cH:25][cH:26][c:27]([CH2:28][NH:29][C:30]([O:31][C:32]([CH3:33])([CH3:34])[CH3:35])=[O:36])[cH:37][cH:38]2)[CH2:15][CH2:16][CH2:17]1. Starting materials: BrC=1SC(=CC1C(=O)O)C (2-bromo-5-methyl-3-thiophenecarboxylic acid), S(=O)(Cl)Cl (thionyl chloride), NC1=C(C(=CC=C1)C)O (2-amino-6-methylphenol). Product: OC1=C(C=CC=C1C)NC(=O)C1=C(SC(=C1)C)Br (N-(2-hydroxy-3-methylphenyl)-2-bromo-5-methyl-3-thiophenecarboxamide). RXN SMILES: [Br:1][C:2]1[S:3][C:4]([CH3:10])=[CH:5][C:6]=1[C:7]([OH:9])=O.S(Cl)(Cl)=O.[NH2:15][C:16]1[CH:21]=[CH:20][CH:19]=[C:18]([CH3:22])[C:17]=1[OH:23]>>[OH:23][C:17]1[C:18]([CH3:22])=[CH:19][CH:20]=[CH:21][C:16]=1[NH:15][C:7]([C:6]1[CH:5]=[C:4]([CH3:10])[S:3][C:2]=1[Br:1])=[O:9]. Procedure: In the same manner as in Starting Material Synthesis Example 67 and using 2-bromo-5-methyl-3-thiophenecarboxylic acid, thionyl chloride and 2-amino-6-methylphenol, N-(2-hydroxy-3-methylphenyl)-2-bromo-5-methyl-3-thiophenecarboxamide is obtained. Starting materials: Nc1nc(N)nc(N)n1, O=P([O-])([O-])OP(=O)([O-])[O-], O. Product: Nc1nc(N)nc(N)n1, P. As a reaction SMILES: [NH2:1][c:2]1[n:3][c:4]([NH2:5])[n:6][c:7]([NH2:8])[n:9]1.[O-:10][P:11]([O:12][P:13](=[O:14])([O-:15])[O-:16])(=[O:17])[O-:18].[OH2:19]>>[NH2:1][c:2]1[n:3][c:4]([NH2:5])[n:6][c:7]([NH2:8])[n:9]1.[P:11]. The reactants are CCOC(=O)c1cc2cc(N)ccc2s1, O=C(O)c1ccc(-c2ccccc2)o1. The product is CCOC(=O)c1cc2cc(NC(=O)c3ccc(-c4ccccc4)o3)ccc2s1. Reaction SMILES: [CH2:15]([CH3:16])[O:17][C:18](=[O:19])[c:20]1[s:21][c:22]2[c:23]([cH:24]1)[cH:25][c:26]([NH2:29])[cH:27][cH:28]2.[c:1]1(-[c:7]2[cH:8][cH:9][c:10]([C:12](=[O:13])[OH:14])[o:11]2)[cH:2][cH:3][cH:4][cH:5][cH:6]1>>[c:1]1(-[c:7]2[cH:8][cH:9][c:10]([C:12](=[O:14])[NH:29][c:26]3[cH:25][c:23]4[c:22]([s:21][c:20]([C:18]([O:17][CH2:15][CH3:16])=[O:19])[cH:24]4)[cH:28][cH:27]3)[o:11]2)[cH:2][cH:3][cH:4][cH:5][cH:6]1. Starting materials: O=C([O-])[O-], CC(=O)Oc1c(C)cc(O)cc1C, CCC(C)=O, [K+], [K+], O=S(=O)(OCC(F)(F)F)C(F)(F)F. The product is CC(=O)Oc1c(C)cc(OCC(F)(F)F)cc1C. RXN SMILES: [C:14](=[O:15])([O-:16])[O-:17].[C:20]([CH3:21])(=[O:22])[O:23][c:24]1[c:25]([CH3:32])[cH:26][c:27]([OH:31])[cH:28][c:29]1[CH3:30].[CH3:33][C:34](=[O:35])[CH2:36][CH3:37].[K+:18].[K+:19].[S:1]([C:2]([F:3])([F:4])[F:5])(=[O:6])(=[O:7])[O:8][CH2:9][C:10]([F:11])([F:12])[F:13]>>[O:8]([CH2:9][C:10]([F:11])([F:12])[F:13])[c:27]1[cH:26][c:25]([CH3:32])[c:24]([O:23][C:20]([CH3:21])=[O:22])[c:29]([CH3:30])[cH:28]1.